This data is from the Open Reaction Database (ORD), a public repository of structured organic reaction records. The task is: describe an organic reaction: reactants, conditions, products, and yield Reactants: COC(=O)c1cc(Br)cc(NC2CCOCC2)c1C, [BH3-]C#N, CC(=O)O, CO, CC(C)C=O, [Na+]. As a reaction SMILES: [Br:1][c:2]1[cH:3][c:4]([NH:13][CH:14]2[CH2:15][CH2:16][O:17][CH2:18][CH2:19]2)[c:5]([CH3:12])[c:6]([C:7](=[O:8])[O:9][CH3:10])[cH:11]1.[C:29]([BH3-:30])#[N:31].[CH3:25][C:26](=[O:27])[OH:28].[CH3:33][OH:34].[CH:20]([CH:21]([CH3:22])[CH3:23])=[O:24].[Na+:32]>>[Br:1][c:2]1[cH:3][c:4]([N:13]([CH:14]2[CH2:15][CH2:16][O:17][CH2:18][CH2:19]2)[CH2:20][CH:21]([CH3:22])[CH3:23])[c:5]([CH3:12])[c:6]([C:7](=[O:8])[O:9][CH3:10])[cH:11]1. Product: COC(=O)c1cc(Br)cc(N(CC(C)C)C2CCOCC2)c1C. Reactants: C(C1=CC=CC=C1)NC1=NC=2N(C(N(C)C(C2N1)=O)=O)C (8-benzylaminotheophylline), C(C)C(C(=O)Cl)C(=O)Cl (ethyl malonyl chloride), C(C1=CC=CC=C1)NC1=NC=2N(C(N(C)C(C2N1)=O)=O)C (8-benzylaminotheophylline). The solvent is O1CCOCC1.C(C)#N (dioxan acetonitrile). Product: C(C1=CC=CC=C1)N1C(C=C(N2C1=NC=1N(C(N(C(C21)=O)C)=O)C)O)=O (9-Benzyl-1,3-dimethyl-6-hydroxy-pyrimido-[2,1-f]purine-2,4,8(1H,3H,9H)-trione). Reaction SMILES: [CH2:1]([NH:8][C:9]1[NH:18][C:17]2[C:16](=[O:19])[N:14]([CH3:15])[C:13](=[O:20])[N:12]([CH3:21])[C:11]=2[N:10]=1)[C:2]1[CH:7]=[CH:6][CH:5]=[CH:4][CH:3]=1.C([CH:24]([C:28](Cl)=[O:29])[C:25](Cl)=[O:26])C>O1CCOCC1.C(#N)C>[CH2:1]([N:8]1[C:9]2=[N:10][C:11]3[N:12]([CH3:21])[C:13](=[O:20])[N:14]([CH3:15])[C:16](=[O:19])[C:17]=3[N:18]2[C:28]([OH:29])=[CH:24][C:25]1=[O:26])[C:2]1[CH:7]=[CH:6][CH:5]=[CH:4][CH:3]=1 |f:2.3|. Procedure details: Add 8-benzylaminotheophylline (30 g) and ethyl malonyl chloride (35.1 gm) to 600 ml of 1:1 dioxan/acetonitrile. Heat the reaction mixture to reflux under a nitrogen atmosphere until the 8-benzylaminotheophylline is consumed (ca. 3.5 hrs.). Cool the reaction mixture to room temperature and pour the solution into 800 ml of ether. Filter off the precipitate. Wash the precipitate with ether and dry the product to obtain the title compound, mp 205.5°-209° C. The reactants are NC1=CC=C(C=C1)N1C(C2=CC(=C(C=C2CC1)NC)F)=O (2-(4-aminophenyl)-7-fluoro-6-(methylamino)-3,4-dihydroisoquinolin-1(2H)-one), ClC1=CC=C(S1)S(=O)(=O)NC(OCC)=O (ethyl 5-chlorothiophen-2-ylsulfonylcarbamate). Solvent: CC(=O)O (HOAc). Conditions: time 1 hour. The product is ClC1=CC=C(S1)S(=O)(=O)NC(=O)NC1=CC=C(C=C1)N1C(C2=CC(=C(C=C2CC1)NC)F)=O (1-(5-chlorothiophen-2-ylsulfonyl)-3-(4-(7-fluoro-6-(methylamino)-1-oxo-3,4-dihydroisoquinolin-2(1H)-yl)phenyl)urea). Isolated yield 22.3%. As a reaction SMILES: [NH2:1][C:2]1[CH:7]=[CH:6][C:5]([N:8]2[CH2:17][CH2:16][C:15]3[C:10](=[CH:11][C:12]([F:20])=[C:13]([NH:18][CH3:19])[CH:14]=3)[C:9]2=[O:21])=[CH:4][CH:3]=1.[Cl:22][C:23]1[S:27][C:26]([S:28]([NH:31][C:32](=O)[O:33]CC)(=[O:30])=[O:29])=[CH:25][CH:24]=1>CC(O)=O>[Cl:22][C:23]1[S:27][C:26]([S:28]([NH:31][C:32]([NH:1][C:2]2[CH:7]=[CH:6][C:5]([N:8]3[CH2:17][CH2:16][C:15]4[C:10](=[CH:11][C:12]([F:20])=[C:13]([NH:18][CH3:19])[CH:14]=4)[C:9]3=[O:21])=[CH:4][CH:3]=2)=[O:33])(=[O:30])=[O:29])=[CH:25][CH:24]=1. Reported procedure: To a solution of 2-(4-aminophenyl)-7-fluoro-6-(methylamino)-3,4-dihydroisoquinolin-1(2H)-one (62 mg, 0.22 mmol) in HOAc (4 mL) at 100 C, ethyl 5-chlorothiophen-2-ylsulfonylcarbamate (119 mg, 0.44 mmol) was added. After being stirred at room temperature for 1 h, the reaction mixture was concentrated in vacuo. The residue was purified by RP-HPLC to give the titled compound as a powder (25 mg). ES-MS (M+H)+=509, 511 (Cl pattern).